Dataset: the Open Reaction Database (ORD), a public repository of structured organic reaction records. Task: describe an organic reaction: reactants, conditions, products, and yield Reactants: C1(=CC=CC=C1)C=CCOC1CCN(CC1)C(=O)OC(C)(C)C (Tert-butyl 4-(3-phenyl-2-propenyloxy)-piperidine-1-carboxylate), Cl (hydrochloric acid), [OH-].[Na+] (sodium hydroxide). Solvent: C(C)O (ethanol). Reaction conditions: temperature 60 celsius, time 1 hour. Product: C1(=CC=CC=C1)C=CCOC1CCNCC1 (4-(3-phenyl-2-propenyloxy)piperidine). The yield is 92.1%. Reaction SMILES: [C:1]1([CH:7]=[CH:8][CH2:9][O:10][CH:11]2[CH2:16][CH2:15][N:14](C(OC(C)(C)C)=O)[CH2:13][CH2:12]2)[CH:6]=[CH:5][CH:4]=[CH:3][CH:2]=1.Cl.[OH-].[Na+]>C(O)C>[C:1]1([CH:7]=[CH:8][CH2:9][O:10][CH:11]2[CH2:16][CH2:15][NH:14][CH2:13][CH2:12]2)[CH:6]=[CH:5][CH:4]=[CH:3][CH:2]=1 |f:2.3|. Procedure: Tert-butyl 4-(3-phenyl-2-propenyloxy)-piperidine-1-carboxylate (0.314 g, 0.989 mmol) prepared in Reference Example 110 was dissolved in ethanol (10 ml), to which 6N hydrochloric acid aqueous solution (3 ml, 18 mmol) was added, and the mixture was stirred at 60° C. for 1 hour. The reaction mixture was neutralized with sodium hydroxide aqueous solution, and the mixture was extracted with methylene chloride. The extract was washed with brine, dried over sodium sulfate, and then filtered. The filtra... Starting materials: COC(C(C)(OC1=C(C=C(C=C1)CCCC1N(C(NC1)=O)C)C)C)=O (2-Methyl-2-{2-methyl-4-[3-(3-methyl-2-oxo-imidazolidin-4-yl)-propyl]-phenoxy}-propionic acid methyl Ester), ClCC1=NC2=CC=CC=C2C=C1 (2-chloromethyl-quinoline). The product is CC(C(=O)O)(C)OC1=C(C=C(C=C1)CCCC1N(C(N(C1)CC1=NC2=CC=CC=C2C=C1)=O)C)C (2-Methyl-2-{2-methyl-4-[3-(3-methyl-2-oxo-1-quinolin-2-ylmethyl-imidazolidin-4-yl)-propyl]-phenoxy}-propionic acid), oil. The yield is 17.0%. Reaction SMILES: C[O:2][C:3](=[O:25])[C:4]([CH3:24])([O:6][C:7]1[CH:12]=[CH:11][C:10]([CH2:13][CH2:14][CH2:15][CH:16]2[CH2:20][NH:19][C:18](=[O:21])[N:17]2[CH3:22])=[CH:9][C:8]=1[CH3:23])[CH3:5].Cl[CH2:27][C:28]1[CH:37]=[CH:36][C:35]2[C:30](=[CH:31][CH:32]=[CH:33][CH:34]=2)[N:29]=1>>[CH3:24][C:4]([O:6][C:7]1[CH:12]=[CH:11][C:10]([CH2:13][CH2:14][CH2:15][CH:16]2[CH2:20][N:19]([CH2:27][C:28]3[CH:37]=[CH:36][C:35]4[C:30](=[CH:31][CH:32]=[CH:33][CH:34]=4)[N:29]=3)[C:18](=[O:21])[N:17]2[CH3:22])=[CH:9][C:8]=1[CH3:23])([CH3:5])[C:3]([OH:25])=[O:2]. Procedure details: The titled compound was prepared using 2-Methyl-2-{2-methyl-4-[3-(3-methyl-2-oxo-imidazolidin-4-yl)-propyl]-phenoxy}-propionic acid methyl Ester (0.100 g, 0.287 mmole) and 2-chloromethyl-quinoline (0.092 g, 0.431 mmole) to produce an oil (0.023 g, 17%). Mass [EI+] 476 (M+H)+, [EI−] 474 (M−H)−. Reactants: [BH4-], CC(C)(C)c1ccc(C=O)cc1, O=C([O-])[O-], CO, Cl, Cl, NCCc1ccc(C(F)(F)F)c(F)c1, [K+], [K+], [Na+]. The product is CC(C)(C)c1ccc(CNCCc2ccc(C(F)(F)F)c(F)c2)cc1. Reaction SMILES: [BH4-:34].[C:1]([CH3:2])([CH3:3])([CH3:4])[c:5]1[cH:6][cH:7][c:8]([CH:9]=[O:10])[cH:11][cH:12]1.[C:28](=[O:29])([O-:30])[O-:31].[CH3:37][OH:38].[ClH:13].[ClH:36].[F:14][c:15]1[cH:16][c:17]([CH2:25][CH2:26][NH2:27])[cH:18][cH:19][c:20]1[C:21]([F:22])([F:23])[F:24].[K+:32].[K+:33].[Na+:35]>>[C:1]([CH3:2])([CH3:3])([CH3:4])[c:5]1[cH:6][cH:7][c:8]([CH2:9][NH:27][CH2:26][CH2:25][c:17]2[cH:16][c:15]([F:14])[c:20]([C:21]([F:22])([F:23])[F:24])[cH:19][cH:18]2)[cH:11][cH:12]1. Reactants: ClCCCC1N(C(CC1)C1=CC=C(C=C1)F)S(=O)(=O)C1=CC=C(C=C1)C ((2RS,5RS)-2-(3-chloro-propyl)-5-(4-fluoro-phenyl)-1-(toluene-4-sulfonyl)-pyrrolidine), CC1=NN=NN1 (5-methyl-1H-tetrazole). Product: FC1=CC=C(C=C1)C1CCC(N1S(=O)(=O)C1=CC=C(C=C1)C)CCCN1N=C(N=N1)C ((2RS,5RS)-2-{3-[5-(4-Fluoro-phenyl)-1-(toluene-4-sulfonyl)-pyrrolidin-2-yl]-propyl}-5-methyl-2H-tetrazole). As a reaction SMILES: Cl[CH2:2][CH2:3][CH2:4][CH:5]1[CH2:9][CH2:8][CH:7]([C:10]2[CH:15]=[CH:14][C:13]([F:16])=[CH:12][CH:11]=2)[N:6]1[S:17]([C:20]1[CH:25]=[CH:24][C:23]([CH3:26])=[CH:22][CH:21]=1)(=[O:19])=[O:18].[CH3:27][C:28]1[NH:32][N:31]=[N:30][N:29]=1>>[F:16][C:13]1[CH:14]=[CH:15][C:10]([CH:7]2[N:6]([S:17]([C:20]3[CH:25]=[CH:24][C:23]([CH3:26])=[CH:22][CH:21]=3)(=[O:18])=[O:19])[CH:5]([CH2:4][CH2:3][CH2:2][N:30]3[N:31]=[N:32][C:28]([CH3:27])=[N:29]3)[CH2:9][CH2:8]2)=[CH:11][CH:12]=1. Procedure: The title compound, colorless oil, MS: m/e=444.4 (M+H+), was prepared in accordance with the general method of example 82b from (2RS,5RS)-2-(3-chloro-propyl)-5-(4-fluoro-phenyl)-1-(toluene-4-sulfonyl)-pyrrolidine and 5-methyl-1H-tetrazole.